Dataset: the Open Reaction Database (ORD), a public repository of structured organic reaction records. Task: describe an organic reaction: reactants, conditions, products, and yield The reactants are C(C)(=O)NC1=C(C(=C(C(=C1)Cl)C)Cl)O (2-acetylamino-5-methyl-4,6-di-chloro-phenol), C(C)(=O)[O-].[Na+] (sodium acetate). The product is CC=1OC2=C(N1)C=C(C(=C2Cl)C)Cl (2,6-dimethyl-5,7-dichloro-benzoxazole). Reaction SMILES: [C:1]([NH:4][C:5]1[CH:10]=[C:9]([Cl:11])[C:8]([CH3:12])=[C:7]([Cl:13])[C:6]=1[OH:14])(=O)[CH3:2].C([O-])(=O)C.[Na+]>>[CH3:2][C:1]1[O:14][C:6]2[C:7]([Cl:13])=[C:8]([CH3:12])[C:9]([Cl:11])=[CH:10][C:5]=2[N:4]=1 |f:1.2|. Reported procedure: A mixture of 79 g. of 2-acetylamino-5-methyl-4,6-di-chloro-phenol and 3.6 g. of anhydrous sodium acetate was heated at 180° C. for some minutes. The liquid obtained was distilled under vacuum, collecting the fraction passed from 140° C. to 145° C. at 1.2 mm. Hg. The distilled oil became a mass of crystals which was purified by crystallization from ligroin. 36 g. of pure base were obtained. M.P. = 80°-82° C. Starting materials: CC(C)(C)OC(=O)N1CCC(O)C(NC(=O)C2CC2)C1, C1CCNCC1. Yields the product CC(C)(C)OC(=O)N1CCC(=O)C(NC(=O)C2CC2)C1. As a reaction SMILES: [CH:7]1([C:10](=[O:11])[NH:12][CH:13]2[CH2:14][N:15]([C:20](=[O:21])[O:22][C:23]([CH3:24])([CH3:25])[CH3:26])[CH2:16][CH2:17][CH:18]2[OH:19])[CH2:8][CH2:9]1.[NH:1]1[CH2:2][CH2:3][CH2:4][CH2:5][CH2:6]1>>[CH:7]1([C:10](=[O:11])[NH:12][CH:13]2[CH2:14][N:15]([C:20](=[O:21])[O:22][C:23]([CH3:24])([CH3:25])[CH3:26])[CH2:16][CH2:17][C:18]2=[O:19])[CH2:8][CH2:9]1. Starting materials: O([C@@H]1[C@H](O)[C@@H](O)[C@@H](O)[C@H](O1)C(=O)[O-])CCCCCCCC.[Na+] (sodium octyl α-D-galactopyranoside uronate), cationic resin. Solvent: O (water). The product is O([C@@H]1[C@H](O)[C@@H](O)[C@@H](O)[C@H](O1)C(=O)O)CCCCCCCC (octyl α-D-galactopyranoside uronic acid). As a reaction SMILES: [O:1]([CH2:14][CH2:15][CH2:16][CH2:17][CH2:18][CH2:19][CH2:20][CH3:21])[C@H:2]1[O:10][C@H:9]([C:11]([O-:13])=[O:12])[C@H:7]([OH:8])[C@H:5]([OH:6])[C@H:3]1[OH:4].[Na+]>O>[O:1]([CH2:14][CH2:15][CH2:16][CH2:17][CH2:18][CH2:19][CH2:20][CH3:21])[C@H:2]1[O:10][C@H:9]([C:11]([OH:13])=[O:12])[C@H:7]([OH:8])[C@H:5]([OH:6])[C@H:3]1[OH:4] |f:0.1|. Procedure: 50 g (0.15 mole) of sodium octyl α-D-galactopyranoside uronate prepared according to Example 12 are solubilized in water (30% solution). After passing through 400 ml of a cationic resin of the IR 120 H+ type and concentrating under vacuum, α-D-galactopyranoside uronic acid, whose physicochemical characteristics are indicated below, is quantitatively recovered in the form of a gum: The reactants are CCOC(=O)C(=O)c1cccc(Br)c1, CO, Cl, [K+], [OH-]. The product is O=C(O)C(=O)c1cccc(Br)c1. As a reaction SMILES: [CH2:1]([CH3:2])[O:3][C:4]([C:5](=[O:6])[c:7]1[cH:8][c:9]([Br:13])[cH:10][cH:11][cH:12]1)=[O:14].[CH3:18][OH:19].[ClH:17].[K+:16].[OH-:15]>>[O:3]=[C:4]([C:5](=[O:6])[c:7]1[cH:8][c:9]([Br:13])[cH:10][cH:11][cH:12]1)[OH:14]. Reactants: O (water), ClC=1C=C(C(=CC1OC1=C(C=C(C=C1)F)F)N)N (4-chloro-5-(2,4-difluorophenoxy)benzene-1,2-diamine), FC(C(C(C(=O)O)(F)F)(F)F)(F)F (heptafluorobutanoic acid), C([O-])(O)=O.[Na+] (sodium bicarbonate). Product: ClC1=CC2=C(NC(=N2)C(C(C(F)(F)F)(F)F)(F)F)C=C1OC1=C(C=C(C=C1)F)F (5-chloro-6-(2,4-difluorophenoxy)-2-(heptafluoropropyl)-1H-1,3-benzodiazole). Isolated yield 21.0%. As a reaction SMILES: [Cl:1][C:2]1[CH:3]=[C:4]([NH2:18])[C:5]([NH2:17])=[CH:6][C:7]=1[O:8][C:9]1[CH:14]=[CH:13][C:12]([F:15])=[CH:11][C:10]=1[F:16].O.C(=O)(O)[O-].[Na+].[F:25][C:26]([F:37])([F:36])[C:27]([F:35])([F:34])[C:28]([F:33])([F:32])[C:29](O)=O>>[Cl:1][C:2]1[C:7]([O:8][C:9]2[CH:14]=[CH:13][C:12]([F:15])=[CH:11][C:10]=2[F:16])=[CH:6][C:5]2[NH:17][C:29]([C:28]([F:32])([F:33])[C:27]([F:34])([F:35])[C:26]([F:37])([F:36])[F:25])=[N:18][C:4]=2[CH:3]=1 |f:2.3|. Procedure details: A solution of 4-chloro-5-(2,4-difluorophenoxy)benzene-1,2-diamine (100 mg, 0.37 mmol) in heptafluorobutanoic acid (2 ml) was stirred overnight at 90° C. The mixture was poured into water (100 ml), adjusted pH value of the solution to 8 with sodium bicarbonate (solution) and extracted with ethyl acetate (3×50 ml). The combined organic layers were dried over anhydrous sodium sulfate and concentrated under vacuum to give a residue, which was purified by a silica gel column with 10% ethyl acetate in... The reactants are CN1CC[C@]23C=4C5=CC=C(C4O[C@H]2C(=O)CC[C@H]3[C@H]1C5)O (hydromorphone), Cl.O (HCl water). The solvent is CO.O (methanol DI water). Conditions: time 8 hour. Yields the product CN1CC[C@]23C=4C5=CC=C(C4O[C@H]2C(=O)CC[C@H]3[C@H]1C5)O.Cl (hydromorphone hydrochloride). The yield is 30.0%. Reaction SMILES: [CH3:1][N:2]1[C@@H:19]2[CH2:20][C:7]3=[CH:8][CH:9]=[C:10]([OH:21])[C:11]4[O:12][C@H:13]5[C:14]([CH2:16][CH2:17][C@@H:18]2[C@:5]5([C:6]=43)[CH2:4][CH2:3]1)=[O:15].[ClH:22].O>CO.O>[CH3:1][N:2]1[C@@H:19]2[CH2:20][C:7]3=[CH:8][CH:9]=[C:10]([OH:21])[C:11]4[O:12][C@H:13]5[C:14]([CH2:16][CH2:17][C@@H:18]2[C@:5]5([C:6]=43)[CH2:4][CH2:3]1)=[O:15].[ClH:22] |f:1.2,3.4,5.6|. Reported procedure: The hydromorphone base (15.0 g) was dissolved in methanol/DI water (14 mL, 50/50 by volume) and concentrated HCl/water (10 mL, 50/50 by volume). The solution was filtered and n-propanol (42 mL) was added. The suspension was stirred overnight, filtered, and vacuum dried. The dried hydromorphone hydrochloride (12.9 g; 30% yield) contained 0.7% 8-hydroxyhydromorphone and 0.1 % dihydromorphine. The hydromorphone hydrochloride failed the Readily Carbonizable Substances Test. The reactants are NC=1C(=CC(=NC1)CNC=C1C(NC(C2=CC=C(C=C12)I)=O)=O)O (4-{[(5-Amino-4-hydroxy-pyridin-2-ylmethyl)-amino]-methylene}-6-iodo-4H-isoquinoline-1,3-dione), C(CC)(=O)Cl (propionyl chloride). Solvent: CC(=O)N(C)C (dimethylacetamide). The product is OC1=C(C=NC(=C1)CNC=C1C(NC(C2=CC=C(C=C12)I)=O)=O)NC(CC)=O (N-(4-Hydroxy-6-{[(6-iodo-1,3-dioxo-2,3-dihydro-1H-isoquinolin-4-ylidenemethyl)-amino]-methyl}-pyridin-3-yl)-propionamide). As a reaction SMILES: [NH2:1][C:2]1[C:3]([OH:24])=[CH:4][C:5]([CH2:8][NH:9][CH:10]=[C:11]2[C:20]3[C:15](=[CH:16][CH:17]=[C:18]([I:21])[CH:19]=3)[C:14](=[O:22])[NH:13][C:12]2=[O:23])=[N:6][CH:7]=1.[C:25](Cl)(=[O:28])[CH2:26][CH3:27]>CC(N(C)C)=O>[OH:24][C:3]1[CH:4]=[C:5]([CH2:8][NH:9][CH:10]=[C:11]2[C:20]3[C:15](=[CH:16][CH:17]=[C:18]([I:21])[CH:19]=3)[C:14](=[O:22])[NH:13][C:12]2=[O:23])[N:6]=[CH:7][C:2]=1[NH:1][C:25](=[O:28])[CH2:26][CH3:27]. Procedure: A mixture of 4-{[(5-Amino-4-hydroxy-pyridin-2-ylmethyl)-amino]-methylene}-6-iodo-4H-isoquinoline-1,3-dione (332 mg, 0.761 mmole), 6 mL of dimethylacetamide is stirred, then propionyl chloride (705 mg, 7.61 mmole) is added and the reaction mixture stirred for one hour. The reaction mixture is evaporated to dryness, and then stirred overnight with a saturated aqueous sodium bicarbonate solution, the solid is filtered, washed well with water and dried to give a yellow solid, 46 mg, (11%); m.p. 210-... Starting materials: FC(C(=O)[O-])(F)F.C1(C=CCC1)ON=C(C(=O)N[C@H]1[C@@H]2N(C(=C(CS2)C[N+]=2N(C=CC2)C)C(=O)OC(C2=CC=CC=C2)C2=CC=CC=C2)C1=O)C=1N=C(SC1)NC=O (benzhydryl 7β-[2-(2-cyclopenten-1-yloxyimino)-2-(2-formamidothiazol-4-yl)acetamido]-3-(2-methyl-1-pyrazolio)methyl-3-cephem-4-carboxylate trifluoroacetate), aqueous solution, O (Water), Cl (hydrochloric acid), C([O-])(O)=O.[Na+] (sodium bicarbonate). Run in C(C)(=O)OCC (ethyl acetate), CO (methanol), O1CCCC1 (tetrahydrofuran). Conditions: time 3 hour. Yields the product [Cl-].NC=1SC=C(N1)C(C(=O)N[C@H]1[C@@H]2N(C(=C(CS2)C[N+]=2N(C=CC2)C)C(=O)OC(C2=CC=CC=C2)C2=CC=CC=C2)C1=O)=NOC1C=CCC1 (benzhydryl 7β-[2-(2-aminothiazol-4-yl)-2-(2-cyclopenten-1-yloxyimino)acetamido]-3-(2-methyl-1-pyrazolio)methyl-3-cephem-4-carboxylate chloride). The yield is 85.5%. RXN SMILES: FC(F)(F)C([O-])=O.[CH:8]1([O:13][N:14]=[C:15]([C:51]2[N:52]=[C:53]([NH:56]C=O)[S:54][CH:55]=2)[C:16]([NH:18][C@@H:19]2[C:49](=[O:50])[N:21]3[C:22]([C:33]([O:35][CH:36]([C:43]4[CH:48]=[CH:47][CH:46]=[CH:45][CH:44]=4)[C:37]4[CH:42]=[CH:41][CH:40]=[CH:39][CH:38]=4)=[O:34])=[C:23]([CH2:26][N+:27]4[N:28]([CH3:32])[CH:29]=[CH:30][CH:31]=4)[CH2:24][S:25][C@H:20]23)=[O:17])[CH2:12][CH2:11][CH:10]=[CH:9]1.[ClH:59].O.C(=O)(O)[O-].[Na+]>CO.O1CCCC1.C(OCC)(=O)C>[Cl-:59].[NH2:56][C:53]1[S:54][CH:55]=[C:51]([C:15](=[N:14][O:13][CH:8]2[CH2:12][CH2:11][CH:10]=[CH:9]2)[C:16]([NH:18][C@@H:19]2[C:49](=[O:50])[N:21]3[C:22]([C:33]([O:35][CH:36]([C:43]4[CH:48]=[CH:47][CH:46]=[CH:45][CH:44]=4)[C:37]4[CH:42]=[CH:41][CH:40]=[CH:39][CH:38]=4)=[O:34])=[C:23]([CH2:26][N+:27]4[N:28]([CH3:32])[CH:29]=[CH:30][CH:31]=4)[CH2:24][S:25][C@H:20]23)=[O:17])[N:52]=1 |f:0.1,4.5,9.10|. Procedure: To a mixture of benzhydryl 7β-[2-(2-cyclopenten-1-yloxyimino)-2-(2-formamidothiazol-4-yl)acetamido]-3-(2-methyl-1-pyrazolio)methyl-3-cephem-4-carboxylate trifluoroacetate (syn isomer, 4.9 g) in a mixture of methanol (50 ml) and tetrahydrofuran (10 ml) was added conc. hydrochloric acid (2.13 g) and the mixture was stirred at ambient temperature for 3 hours. Water (50 ml) and ethyl acetate (50 ml) were added thereto and the mixture was adjusted to pH 7.0 with 5% aqueous solution of sodium bicarbon...